From a dataset of the Open Reaction Database (ORD), a public repository of structured organic reaction records. describe an organic reaction: reactants, conditions, products, and yield Starting materials: [OH-].[K+] (Potassium hydroxide), N1CCC(CCC1)OC1=C(C=2C=NNC2C=C1)C#N (5-(Azepan-4-yloxy)-1H-indazole-4-carbonitrile). Run in C(C)(C)(C)O (t-butanol), C(C)O (ethanol). Run at time 30 hour. The product is N1CCC(CCC1)OC1=C(C=2C=NNC2C=C1)C(=O)N (5-(azepan-4-yloxy)-1H-indazole-4-carboxamide). Yield: 25.3%. Reaction SMILES: [OH-:1].[K+].[NH:3]1[CH2:9][CH2:8][CH2:7][CH:6]([O:10][C:11]2[CH:19]=[CH:18][C:17]3[NH:16][N:15]=[CH:14][C:13]=3[C:12]=2[C:20]#[N:21])[CH2:5][CH2:4]1>C(O)(C)(C)C.C(O)C>[NH:3]1[CH2:9][CH2:8][CH2:7][CH:6]([O:10][C:11]2[CH:19]=[CH:18][C:17]3[NH:16][N:15]=[CH:14][C:13]=3[C:12]=2[C:20]([NH2:21])=[O:1])[CH2:5][CH2:4]1 |f:0.1|. Procedure: Potassium hydroxide (powder, 100 mg) was added to a solution of the 5-(azepan-4-yloxy)-1H-indazole-4-carbonitrile (9.2 mg, 0.036 mmol) obtained in Example 691 in t-butanol (2 ml) at room temperature, and the resulting mixture was stirred for 30 hours with heating under reflux while maintaining the temperature. The reaction mixture was diluted with ethanol and filtered, and the filtrate was concentrated under reduced pressure to obtain a crude product. The crude product was purified by a silica g... The reactants are Cl.C(C1=CC=CC=C1)OP(=O)(CC1CCCCC1)C[C@@H](CN)O (((R)-3-amino-2-hydroxy-propyl)-cyclohexylmethyl-phosphinic acid benzyl ester hydrochloride), C(=O)(OCC1=CC=CC=C1)N[C@@H](CC(C)C)C(=O)O (N-Cbz-L-leucine). The product is benzyl ester, N[C@H](C(=O)NC[C@H](CP(O)(=O)CC1CCCCC1)O)CC(C)C ([(R)-3-((S)-2-Amino-4-methyl-pentanoylamino)-2-hydroxy-propyl]-cyclohexylmethyl-phosphinic acid). RXN SMILES: Cl.C([O:9][P:10]([CH2:19][C@H:20]([OH:23])[CH2:21][NH2:22])([CH2:12][CH:13]1[CH2:18][CH2:17][CH2:16][CH2:15][CH2:14]1)=[O:11])C1C=CC=CC=1.C([NH:34][C@H:35]([C:40](O)=[O:41])[CH2:36][CH:37]([CH3:39])[CH3:38])(OCC1C=CC=CC=1)=O>>[NH2:34][C@@H:35]([CH2:36][CH:37]([CH3:39])[CH3:38])[C:40]([NH:22][CH2:21][C@@H:20]([OH:23])[CH2:19][P:10]([CH2:12][CH:13]1[CH2:14][CH2:15][CH2:16][CH2:17][CH2:18]1)(=[O:11])[OH:9])=[O:41] |f:0.1|. Procedure: Step 4, Method B of Example 1 was substantially repeated in this Example 5 except for employing ((R)-3-amino-2-hydroxy-propyl)-cyclohexylmethyl-phosphinic acid benzyl ester hydrochloride and N-Cbz-L-leucine as the starting materials. Subsequent hydrogenation of the resulting benzyl ester in accordance with the procedures of Step 5, Method A of Example 1 yielded the title compound. 1H NMR (CD3OD, 300 MHz): δ 4.18-3.98 (m, 1H), 3.83 (t, 1H), 3.52-3.38 (m, 1H), 3.35-3.20 (m, 1H), 1.95 (br d, 2H), 1... Reactants: O (water), [Cl-].C(C)[NH2+]CC (diethylammonium chloride), O.[S-2].[Na+].[Na+] (sodium sulfide hydrate), C(C)OC(NC1=CC(=CC=C1)CN1N=C(C=CC1=O)C#N)=O (ethyl[3-(3-cyano-6-oxo-6H-pyridazin-1-ylmethyl)-phenyl]carbamate). Solvent: CN(C)C=O (DMF). Reaction conditions: temperature 55 celsius, time 2 hour. Yields the product C(C)OC(NC1=CC(=CC=C1)CN1N=C(C=CC1=O)C(N)=S)=O (Ethyl[3-(6-oxo-3-thiocarbamoyl-6H-pyridazin-1-ylmethyl)phenyl]carbamate). RXN SMILES: [CH2:1]([O:3][C:4](=[O:22])[NH:5][C:6]1[CH:11]=[CH:10][CH:9]=[C:8]([CH2:12][N:13]2[C:18](=[O:19])[CH:17]=[CH:16][C:15]([C:20]#[N:21])=[N:14]2)[CH:7]=1)[CH3:2].[Cl-].C([NH2+]CC)C.O.[S-2:30].[Na+].[Na+].O>CN(C=O)C>[CH2:1]([O:3][C:4](=[O:22])[NH:5][C:6]1[CH:11]=[CH:10][CH:9]=[C:8]([CH2:12][N:13]2[C:18](=[O:19])[CH:17]=[CH:16][C:15]([C:20](=[S:30])[NH2:21])=[N:14]2)[CH:7]=1)[CH3:2] |f:1.2,3.4.5.6|. Procedure details: 200 mg (0.67 mmol) of ethyl[3-(3-cyano-6-oxo-6H-pyridazin-1-ylmethyl)-phenyl]carbamate are dissolved in 1 ml of DMF, and 219 mg (2 mmol) of diethylammonium chloride and 165 mg (2 mmol) of sodium sulfide hydrate are added. The yellow suspension is stirred at 55° C. for 2 hours. 10 ml of water are added to the reaction mixture. The precipitate is filtered off with suction, washed with water and dried in vacuo. The substance is reacted further without further purification. The reactants are CC1CNCCN1, CC#N, C=Cc1c(F)c(F)cc2c(=O)c(C(=O)O)cn(C3CC3)c12. Product: C=Cc1c(N2CCNC(C)C2)c(F)cc2c(=O)c(C(=O)O)cn(C3CC3)c12. RXN SMILES: [CH3:22][CH:23]1[NH:24][CH2:25][CH2:26][NH:27][CH2:28]1.[CH3:29][C:30]#[N:31].[CH:1]1([n:4]2[cH:5][c:6]([C:19](=[O:20])[OH:21])[c:7](=[O:18])[c:8]3[cH:9][c:10]([F:17])[c:11]([F:16])[c:12]([CH:14]=[CH2:15])[c:13]23)[CH2:2][CH2:3]1>>[CH:1]1([n:4]2[cH:5][c:6]([C:19](=[O:20])[OH:21])[c:7](=[O:18])[c:8]3[cH:9][c:10]([F:17])[c:11]([N:27]4[CH2:26][CH2:25][NH:24][CH:23]([CH3:22])[CH2:28]4)[c:12]([CH:14]=[CH2:15])[c:13]23)[CH2:2][CH2:3]1. Procedure details: Following general procedure A followed by B, starting from 2-[4-(2-methyl-[1,3]dioxolan-2-yl)-thiazol-2-ylmethyl]-2H-[1,2,3]triazol-4-ylamine and (E)-3-(3-trifluoromethoxy-phenyl)-acrylic acid. Reactants: CC1(OCCO1)C=1N=C(SC1)CN1N=CC(=N1)N (2-[4-(2-methyl-[1,3]dioxolan-2-yl)-thiazol-2-ylmethyl]-2H-[1,2,3]triazol-4-ylamine), FC(OC=1C=C(C=CC1)/C=C/C(=O)O)(F)F ((E)-3-(3-trifluoromethoxy-phenyl)-acrylic acid). The product is C(C)(=O)C=1N=C(SC1)CN1N=CC(=N1)NC(\C=C\C1=CC(=CC=C1)OC(F)(F)F)=O ((E)-N-[2-(4-Acetyl-thiazol-2-ylmethyl)-2H-[1,2,3]triazol-4-yl]-3-(3-trifluoromethoxy-phenyl)-acrylamide). RXN SMILES: [CH3:1][C:2]1([C:7]2[N:8]=[C:9]([CH2:12][N:13]3[N:17]=[C:16]([NH2:18])[CH:15]=[N:14]3)[S:10][CH:11]=2)[O:6]CCO1.[F:19][C:20]([F:34])([F:33])[O:21][C:22]1[CH:23]=[C:24](/[CH:28]=[CH:29]/[C:30](O)=[O:31])[CH:25]=[CH:26][CH:27]=1>>[C:2]([C:7]1[N:8]=[C:9]([CH2:12][N:13]2[N:17]=[C:16]([NH:18][C:30](=[O:31])/[CH:29]=[CH:28]/[C:24]3[CH:25]=[CH:26][CH:27]=[C:22]([O:21][C:20]([F:33])([F:34])[F:19])[CH:23]=3)[CH:15]=[N:14]2)[S:10][CH:11]=1)(=[O:6])[CH3:1]. Starting materials: C[O-].[Na+] (sodium methoxide), C(C)(C)O (Isopropanol), solution, FC1=C(CN2C(C3=CC=CC=C3C(=N2)CC(=O)O)=O)C=CC(=C1)Br (2-(2-fluoro-4-bromobenzyl)-1,2-dihydro-1-oxophthalazin-4-ylacetic acid). Solvent: CO (Methanol), petrol, CO (methanol), CO (methanol). The product is FC1=C(CN2C(C3=CC=CC=C3C(=N2)CC(=O)[O-])=O)C=CC(=C1)Br.[Na+] (sodium 2-(2-fluoro-4-bromobenzyl)-1,2-dihydro-1-oxophthalazin-4-ylacetate). As a reaction SMILES: C[O-].[Na+:3].[F:4][C:5]1[CH:26]=[C:25]([Br:27])[CH:24]=[CH:23][C:6]=1[CH2:7][N:8]1[N:17]=[C:16]([CH2:18][C:19]([OH:21])=[O:20])[C:15]2[C:10](=[CH:11][CH:12]=[CH:13][CH:14]=2)[C:9]1=[O:22].C(O)(C)C>CO>[F:4][C:5]1[CH:26]=[C:25]([Br:27])[CH:24]=[CH:23][C:6]=1[CH2:7][N:8]1[N:17]=[C:16]([CH2:18][C:19]([O-:21])=[O:20])[C:15]2[C:10](=[CH:11][CH:12]=[CH:13][CH:14]=2)[C:9]1=[O:22].[Na+:3] |f:0.1,5.6|. Procedure details: A solution of sodium methoxide (25 ml. of a 1.0 M solution in methanol) was added to a solution of 2-(2-fluoro-4-bromobenzyl)-1,2-dihydro-1-oxophthalazin-4-ylacetic acid (9.87 g.) in methanol (300 ml.) and the mixture heated to its boling point. Methanol was then allowed to boil off until the volume of the mixture was approximately 100 ml. Isopropanol (150 ml.) was then added, followed by petrol (60-80) until the mixture was just opaque. The mixture was then allowed to cool to room temperature. ...